Dataset: the Open Reaction Database (ORD), a public repository of structured organic reaction records. Task: describe an organic reaction: reactants, conditions, products, and yield Run in CO (methanol). As a reaction SMILES: [CH2:1]([C:3]1[CH:8]=[C:7]([CH:9]2[CH2:14][CH2:13][NH:12][CH2:11][CH2:10]2)[CH:6]=[CH:5][C:4]=1[NH:15][C:16]1[N:21]=[C:20]([CH2:22][CH2:23][C:24]2[CH:29]=[CH:28][CH:27]=[CH:26][C:25]=2[CH2:30][C:31]([NH2:33])=[O:32])[C:19]([C:34]([F:37])([F:36])[F:35])=[CH:18][N:17]=1)[CH3:2].C=O.[C:40](O[BH-](OC(=O)C)OC(=O)C)(=O)C.[Na+]>CO>[CH2:1]([C:3]1[CH:8]=[C:7]([CH:9]2[CH2:10][CH2:11][N:12]([CH3:40])[CH2:13][CH2:14]2)[CH:6]=[CH:5][C:4]=1[NH:15][C:16]1[N:21]=[C:20]([CH2:22][CH2:23][C:24]2[CH:29]=[CH:28][CH:27]=[CH:26][C:25]=2[CH2:30][C:31]([NH2:33])=[O:32])[C:19]([C:34]([F:37])([F:36])[F:35])=[CH:18][N:17]=1)[CH3:2] |f:2.3|. Reactants: C=O (formaldehyde), C(C)C1=C(C=CC(=C1)C1CCNCC1)NC1=NC=C(C(=N1)CCC1=C(C=CC=C1)CC(=O)N)C(F)(F)F (2-(2-(2-(2-((2-Ethyl-4-(piperidin-4-yl)phenyl)amino)-5-(trifluoromethyl)pyrimidin-4-yl)ethyl)phenyl)acetamide), C(C)(=O)O[BH-](OC(C)=O)OC(C)=O.[Na+] (Sodium tris(acetoxy)borohydride). Product: C(C)C1=C(C=CC(=C1)C1CCN(CC1)C)NC1=NC=C(C(=N1)CCC1=C(C=CC=C1)CC(=O)N)C(F)(F)F (2-(2-(2-(2-((2-Ethyl-4-(1-methylpiperidin-4-yl)phenyl)amino)-5-(trifluoromethyl)pyrimidin-4yl)ethyl)phenyl)acetamide). Isolated yield 85.6%. Procedure details: 2-(2-(2-(2-((2-Ethyl-4-(piperidin-4-yl)phenyl)amino)-5-(trifluoromethyl)pyrimidin-4-yl)ethyl)phenyl)acetamide (8) (84 mg, 0.16 mmol) was dissolved in methanol (8 mL), 37% formaldehyde solution (53 μL, 0.66 mmol) was added and the mixture stirred for ten minutes at room temperature. Sodium tris(acetoxy)borohydride (174 mg, 0.821 mmol) was added, and after two hours the mixture was concentrated. The residue was diluted with 10% sodium hydroxide (15 mL) and brine (15 mL), and the mixture extracted ... Starting materials: BrC1=CC=C(C=C1)[N+](=O)[O-] (1-bromo-4-nitro-benzene), palladium tetrakis triphenylphosphine, C(C)(C)(C)C1=CC=C(C=C1)B(O)O (4-t-butyl phenyl boronic acid), [F-].[K+] (potassium fluoride). Run in C1(=CC=CC=C1)C (toluene). The product is C(C)(C)(C)C1=CC=C(C=C1)C1=CC=C(C=C1)[N+](=O)[O-] (4′-tert-Butyl-4-nitro-biphenyl). Isolated yield 70.5%. RXN SMILES: Br[C:2]1[CH:7]=[CH:6][C:5]([N+:8]([O-:10])=[O:9])=[CH:4][CH:3]=1.[C:11]([C:15]1[CH:20]=[CH:19][C:18](B(O)O)=[CH:17][CH:16]=1)([CH3:14])([CH3:13])[CH3:12].[F-].[K+]>C1(C)C=CC=CC=1>[C:11]([C:15]1[CH:20]=[CH:19][C:18]([C:2]2[CH:7]=[CH:6][C:5]([N+:8]([O-:10])=[O:9])=[CH:4][CH:3]=2)=[CH:17][CH:16]=1)([CH3:14])([CH3:13])[CH3:12] |f:2.3|. Procedure details: To a solution of 1-bromo-4-nitro-benzene (2.02 g, 10 mmol) in toluene (20 mL) is added palladium tetrakis triphenylphosphine (1.156 g, 1 mmol), 4-t-butyl phenyl boronic acid (3.56 g, 20 mmol), and potassium fluoride (1.74 g, 30 mmol). The reaction is purged with nitrogen three times and heated to reflux under nitrogen. At the reflux temperature, water (5 mL) is added to the reaction and the reaction is allowed to reflux under nitrogen. The reaction is monitored by HPLC, and upon completion, allo... Reactants: [C-]#N.[K+] (potassium cyanide), CO (methanol), CN1C=C(C2=CC=CC=C12)C1(CCCC1)C=O (1-(1-methyl-3-indolyl)-cyclopentanecarbaldehyde), C(C)(C)C1=C(C(=CC(=C1)C(C)C)C(C)C)S(=O)(=O)NN (2,4,6-triisopropylbenzenesulphonohydrazide). The solvent is O1CCCC1 (tetrahydrofuran), O (water). Run at time 3 hour. The product is CN1C=C(C2=CC=CC=C12)C1(CCCC1)CC#N (1-(1-Methyl-3-indolyl)cyclopentaneacetonitrile). RXN SMILES: [CH3:1][N:2]1[C:10]2[C:5](=[CH:6][CH:7]=[CH:8][CH:9]=2)[C:4]([C:11]2([CH:16]=O)[CH2:15][CH2:14][CH2:13][CH2:12]2)=[CH:3]1.C(C1C=C(C(C)C)C=C(C(C)C)C=1S(NN)(=O)=O)(C)C.[C-:38]#[N:39].[K+].CO>O1CCCC1.O>[CH3:1][N:2]1[C:10]2[C:5](=[CH:6][CH:7]=[CH:8][CH:9]=2)[C:4]([C:11]2([CH2:16][C:38]#[N:39])[CH2:15][CH2:14][CH2:13][CH2:12]2)=[CH:3]1 |f:2.3|. Reported procedure: 2.9 g (0.0134 mol) of 1-(1-methyl-3-indolyl)-cyclopentanecarbaldehyde and 5 g (0.0166 mol) of 2,4,6-triisopropylbenzenesulphonohydrazide dissolved in 30 cm3 of tetrahydrofuran are stirred at room temperature for 3 hours. The tetrahydrofuran is thereafter evaporated off completely and 2.6 g (0.0402 mol) of potassium cyanide and 30 cm3 of methanol are added to the residue. The mixture is heated to reflux for 4.5 hours and then cooled, water is added and the mixture is extracted with dichloromethan... The reactants are O=[N+]([O-])c1ccc(Oc2ccccc2)c(Cl)c1Oc1ccccc1, NCc1cccc(C(F)(F)F)c1, C1COCCO1. The product is O=[N+]([O-])c1ccc(Oc2ccccc2)c(Cl)c1NCc1cccc(C(F)(F)F)c1. RXN SMILES: [Cl:1][c:2]1[c:3]([O:18][c:19]2[cH:20][cH:21][cH:22][cH:23][cH:24]2)[cH:4][cH:5][c:6]([N+:15](=[O:16])[O-:17])[c:7]1[O:8][c:9]1[cH:10][cH:11][cH:12][cH:13][cH:14]1.[F:25][C:26]([c:27]1[cH:28][c:29]([CH2:30][NH2:31])[cH:32][cH:33][cH:34]1)([F:35])[F:36].[O:37]1[CH2:38][CH2:39][O:40][CH2:41][CH2:42]1>>[Cl:1][c:2]1[c:3]([O:18][c:19]2[cH:20][cH:21][cH:22][cH:23][cH:24]2)[cH:4][cH:5][c:6]([N+:15](=[O:16])[O-:17])[c:7]1[NH:31][CH2:30][c:29]1[cH:28][c:27]([C:26]([F:25])([F:35])[F:36])[cH:34][cH:33][cH:32]1. RXN SMILES: [C:4]([O:5][BH-:6]([O:7][C:8](=[O:9])[CH3:10])[O:11][C:12](=[O:13])[CH3:14])(=[O:15])[CH3:16].[CH3:37][C:38](=[O:39])[OH:40].[CH:1]([CH3:2])=[O:3].[NH2:18][c:19]1[c:20]([C:21](=[O:22])[O:23][CH3:24])[cH:25][cH:26][c:27]([C:29]#[N:30])[cH:28]1.[Na+:17].[Na+:31].[OH2:36].[OH:32][C:33](=[O:34])[O-:35]>>[CH2:1]([CH3:2])[NH:18][c:19]1[c:20]([C:21](=[O:22])[O:23][CH3:24])[cH:25][cH:26][c:27]([C:29]#[N:30])[cH:28]1. Reactants: CC(=O)O[BH-](OC(C)=O)OC(C)=O, CC(=O)O, CC=O, COC(=O)c1ccc(C#N)cc1N, [Na+], [Na+], O, O=C([O-])O. The product is CCNc1cc(C#N)ccc1C(=O)OC. Starting materials: 0.75h, CO (methanol), P(Cl)(Cl)(Cl)(Cl)Cl (Phosphorus pentachloride), O(C1=CC=CC=C1)CC(=O)N[C@H]1[C@@H]2N(C(=C(CS2)C2OCCC2)C(=O)OC(C)(C)C)C1=O (t-butyl(6R,7R)-7-phenoxyacetamido-3-[(RS)-tetrahydrofuran-2-yl]ceph-3-em-4-carboxylate), CN1CCOCC1 (N-methylmorpholine), 0.75h. Solvent: O (water), ClCCl (dichloromethane), ClCCl (dichloromethane). Conditions: time 1 hour. Product: N[C@H]1[C@@H]2N(C(=C(CS2)C2OCCC2)C(=O)OC(C)(C)C)C1=O (t-Butyl (6R,7R)-7-Amino-3-(tetrahydrofuran-2-yl)ceph-3-em-4-carboxylate). Yield: 26.9%. Reaction SMILES: P(Cl)(Cl)(Cl)(Cl)Cl.O(CC([NH:17][C@@H:18]1[C:37](=[O:38])[N:20]2[C:21]([C:30]([O:32][C:33]([CH3:36])([CH3:35])[CH3:34])=[O:31])=[C:22]([CH:25]3[CH2:29][CH2:28][CH2:27][O:26]3)[CH2:23][S:24][C@H:19]12)=O)C1C=CC=CC=1.CN1CCOCC1.CO>ClCCl.O>[NH2:17][C@@H:18]1[C:37](=[O:38])[N:20]2[C:21]([C:30]([O:32][C:33]([CH3:34])([CH3:36])[CH3:35])=[O:31])=[C:22]([CH:25]3[CH2:29][CH2:28][CH2:27][O:26]3)[CH2:23][S:24][C@H:19]12. Procedure details: Phosphorus pentachloride (1.538g, 7.5mmol) in dichloromethane (39ml) was added to t-butyl(6R,7R)-7-phenoxyacetamido-3-[(RS)-tetrahydrofuran-2-yl]ceph-3-em-4-carboxylate (2.267g, 4.9mmol) and N-methylmorpholine (1.1ml, 10mmol) in dichloromethane (20ml) at -25° C. The reaction was stirred at -10±5° C. for 0.75h then methanol (10ml) added all at once, stirred 0.75h then water (20ml) added and stirred vigorously for 1h. The dichloromethane was evaporated in vacuo, the aqueous residue washed with eth... Reactants: NC1=C(C(=O)O)C=CC(=C1)C(F)(F)F (2-Amino-4-trifluoromethylbenzoic acid), NC(=O)N (urea). Solvent: O (water). Run at temperature 200 celsius, time 1 hour. Product: FC(C1=CC=C2C(NC(NC2=C1)=O)=O)(F)F (7-Trifluoromethyl-1H-quinazoline-2,4-dione). As a reaction SMILES: [NH2:1][C:2]1[CH:10]=[C:9]([C:11]([F:14])([F:13])[F:12])[CH:8]=[CH:7][C:3]=1[C:4](O)=[O:5].[NH2:15][C:16](N)=[O:17]>O>[F:12][C:11]([F:14])([F:13])[C:9]1[CH:10]=[C:2]2[C:3]([C:4](=[O:5])[NH:15][C:16](=[O:17])[NH:1]2)=[CH:7][CH:8]=1. Procedure: 2-Amino-4-trifluoromethylbenzoic acid (25.0 g, 122 mmol) and urea (75.0 g, 1.2 mol) were combined and heated at 200° C. while stirring. After 1 h, the reaction mixture was allowed to cool to 100° C. and water (100 mL) was added. The reaction mixture was then allowed to cool to room temperature and the solid was isolated by vacuum filtration washing with water (500 mL). The solid was then dried under vacuum (10 mbar, 50° C.). Yield=24 g, 86%; LC-MS: 2.1 min, 230 (M+); 1H NMR (DMSO-d6) δ 7.44 (s, ... Reactants: ClCCl, Cc1cccc(C)c1CCl, CC(C)=O, [I-], [Na+], [Na+], [Na+], O=C([O-])[O-], Cc1nc2c(O)cccn2c1C. Product: Cc1cccc(C)c1COc1cccn2c(C)c(C)nc12. Reaction SMILES: [CH2:31]([Cl:32])[Cl:33].[CH3:13][c:14]1[c:15]([CH2:16][Cl:17])[c:18]([CH3:22])[cH:19][cH:20][cH:21]1.[CH3:34][C:35](=[O:36])[CH3:37].[I-:24].[Na+:23].[Na+:25].[Na+:26].[O-:27][C:28](=[O:29])[O-:30].[OH:1][c:2]1[c:3]2[n:4]([cH:5][cH:6][cH:7]1)[c:8]([CH3:12])[c:9]([CH3:11])[n:10]2>>[O:1]([c:2]1[c:3]2[n:4]([cH:5][cH:6][cH:7]1)[c:8]([CH3:12])[c:9]([CH3:11])[n:10]2)[CH2:16][c:15]1[c:14]([CH3:13])[cH:21][cH:20][cH:19][c:18]1[CH3:22]. Starting materials: COC=1C=C(C=CC1)CC(CC(=O)OCC)CCC (Ethyl 3-{[3-(methyloxy)phenyl]methyl}hexanoate), [OH-].[Na+] (NaOH). Run in CCO (EtOH), C1CCOC1 (THF). The product is COC=1C=C(C=CC1)CC(CC(=O)O)CCC (3-{[3-(Methyloxy)phenyl]methyl}hexanoic acid). Yield: 99.0%. RXN SMILES: [CH3:1][O:2][C:3]1[CH:4]=[C:5]([CH2:9][CH:10]([CH2:17][CH2:18][CH3:19])[CH2:11][C:12]([O:14]CC)=[O:13])[CH:6]=[CH:7][CH:8]=1.[OH-].[Na+]>C1COCC1.CCO>[CH3:1][O:2][C:3]1[CH:4]=[C:5]([CH2:9][CH:10]([CH2:17][CH2:18][CH3:19])[CH2:11][C:12]([OH:14])=[O:13])[CH:6]=[CH:7][CH:8]=1 |f:1.2|. Reported procedure: Ethyl ester 91 (3.12 g, 11.8 mmol) was saponified with 1 N NaOH in THF and EtOH to give 2.76 g (99%) of the title compound (92) as a yellow oil. 1H NMR (400 MHz, CDCl3): δ 0.87 (t, J=6.8 Hz, 3H), 1.25-1.45 (m, 4H), 2.10-2.22 (m, 1H), 2.25-2.30 (m, 2H), 2.50-2.60 (m, 1H), 2.65-2.75 (m, 1H), 3.79 (s, 3H), 6.70-6.80 (m, 3H), 7.19 (d, J=7.8 Hz, 1H). The reactants are C1(=CC=C(C=C1)O[C@@H]1C[C@@H](CC1)O[Si](C)(C)C(C)(C)C)C1=CC=CC=C1 ((1R*,3S*)-[3-(Biphenyl-4-yloxy)-cyclopentyloxy]-tert-butyldimethylsilane), [F-].C(CCC)[N+](CCCC)(CCCC)CCCC (tetrabutylammonium fluoride). Run in C1CCOC1 (THF), C(C)OCC (diethyl ether). Yields the product C1(=CC=C(C=C1)O[C@@H]1C[C@@H](CC1)O)C1=CC=CC=C1 ((1R*,3S*)-3-(Biphenyl-4-yloxy)-cyclopentanol). The yield is 100.0%. Reaction SMILES: [C:1]1([C:21]2[CH:26]=[CH:25][CH:24]=[CH:23][CH:22]=2)[CH:6]=[CH:5][C:4]([O:7][C@H:8]2[CH2:12][CH2:11][C@@H:10]([O:13][Si](C(C)(C)C)(C)C)[CH2:9]2)=[CH:3][CH:2]=1.[F-].C([N+](CCCC)(CCCC)CCCC)CCC>C1COCC1.C(OCC)C>[C:1]1([C:21]2[CH:22]=[CH:23][CH:24]=[CH:25][CH:26]=2)[CH:6]=[CH:5][C:4]([O:7][C@H:8]2[CH2:12][CH2:11][C@@H:10]([OH:13])[CH2:9]2)=[CH:3][CH:2]=1 |f:1.2|. Procedure: (1R*,3S*)-[3-(Biphenyl-4-yloxy)-cyclopentyloxy]-tert-butyldimethylsilane (0.25 g, 0.67 mmol) was dissolved in 2 mL of THF and tetrabutylammonium fluoride (0.67 mL, 1M in THF) and stirred at room temperature for 2 hours. The solution was diluted with 15 mL of diethyl ether and washed with 1N HCl (2×15 mL). The organic layer was dried (MgSO4) and concentrated. The residue was purified by silica gel chromatography (silica gel, hexanes/ethyl acetate 3:1, Rf0.09) to give the product (100%). 1H-NMR (2...